From a dataset of the Open Reaction Database (ORD), a public repository of structured organic reaction records. describe an organic reaction: reactants, conditions, products, and yield The reactants are CS(C)=O, Fc1cc(C(F)(F)F)cnc1F, [Na+], [Na], [OH-], O, Oc1ccc(O)cc1. Yields the product Oc1ccc(Oc2ncc(C(F)(F)F)cc2F)cc1. As a reaction SMILES: [CH3:24][S:25]([CH3:26])=[O:27].[F:12][c:13]1[n:14][cH:15][c:16]([C:20]([F:21])([F:22])[F:23])[cH:17][c:18]1[F:19].[Na+:10].[Na:11].[OH-:9].[OH2:28].[OH:1][c:2]1[cH:3][cH:4][c:5]([OH:6])[cH:7][cH:8]1>>[O:1]([c:2]1[cH:3][cH:4][c:5]([OH:6])[cH:7][cH:8]1)[c:13]1[n:14][cH:15][c:16]([C:20]([F:21])([F:22])[F:23])[cH:17][c:18]1[F:19]. Starting materials: C1=NC=CC=2C(=CC=CC12)S (5-isoquinolinethiol), C([O-])([O-])=O.[K+].[K+] (potassium carbonate), ClC1=NC=C(C=C1)[N+](=O)[O-] (2-chloro-5-nitropyridine). The solvent is CN(C)C=O (DMF). Reaction conditions: temperature 100 celsius, time 2 hour. The product is [N+](=O)([O-])C=1C=CC(=NC1)SC1=C2C=CN=CC2=CC=C1 (5-[(5-nitro-2-pyridyl)-sulfanyl)isoquinoline). Isolated yield 78.4%. RXN SMILES: [CH:1]1[C:10]2[CH:9]=[CH:8][CH:7]=[C:6]([SH:11])[C:5]=2[CH:4]=[CH:3][N:2]=1.C(=O)([O-])[O-].[K+].[K+].Cl[C:19]1[CH:24]=[CH:23][C:22]([N+:25]([O-:27])=[O:26])=[CH:21][N:20]=1>CN(C=O)C>[N+:25]([C:22]1[CH:23]=[CH:24][C:19]([S:11][C:6]2[CH:7]=[CH:8][CH:9]=[C:10]3[C:5]=2[CH:4]=[CH:3][N:2]=[CH:1]3)=[N:20][CH:21]=1)([O-:27])=[O:26] |f:1.2.3|. Procedure: According to the method in Example 10, a mixture of 5-isoquinolinethiol 1.12 g (6.9 mmol), DMF 20 ml, potassium carbonate 1.92 g (13.9 mmol) and 2-chloro-5-nitropyridine 1.00 g (6.3 mmol) was stirred at 100° C. for 2 hours, and 5-[(5-nitro-2-pyridyl)-sulfanyl)isoquinoline 1.40 g (78.4%) was obtained. Starting materials: N1CCCCC1 (Piperidine), BrCC(=O)OCC (ethyl bromoacetate). Run in C1=CC=CC=C1 (benzene), C(C)OCC (ethyl ether). Reaction conditions: time 2 hour. The product is N1(CCCCC1)CC(=O)OCC (ethyl 1-piperidineacetate). Isolated yield 81.8%. RXN SMILES: [NH:1]1[CH2:6][CH2:5][CH2:4][CH2:3][CH2:2]1.Br[CH2:8][C:9]([O:11][CH2:12][CH3:13])=[O:10]>C1C=CC=CC=1.C(OCC)C>[N:1]1([CH2:8][C:9]([O:11][CH2:12][CH3:13])=[O:10])[CH2:6][CH2:5][CH2:4][CH2:3][CH2:2]1. Procedure details: Piperidine(1.87 ml, 18.9 mmol) was added dropwise to a solution of ethyl bromoacetate(1 ml, 9.0 mmol) in benzene(9 ml), stirred for 2 hours at a room temperature, diluted with ethyl ether, washed with saturated NaCl solution. The separated organic layer was dried over anhydrous sodium sulfate and concentrated under a reduced pressure to give 1.26 g of the titled compound. (Yield 81.8%) Reactants: COc1cc(N)ccc1Br, CCOC(=N)CC(=O)OCC, CCO, Cl. The product is CCOC(=O)CC(=Nc1ccc(Br)c(OC)c1)OCC. RXN SMILES: [Br:13][c:14]1[c:15]([O:21][CH3:22])[cH:16][c:17]([NH2:18])[cH:19][cH:20]1.[CH2:2]([CH3:3])[O:4][C:5]([CH2:6][C:7](=[O:8])[O:9][CH2:10][CH3:11])=[NH:12].[CH3:23][CH2:24][OH:25].[ClH:1]>>[CH2:2]([CH3:3])[O:4][C:5]([CH2:6][C:7](=[O:8])[O:9][CH2:10][CH3:11])=[N:12][c:17]1[cH:16][c:15]([O:21][CH3:22])[c:14]([Br:13])[cH:20][cH:19]1.